This data is from the Open Reaction Database (ORD), a public repository of structured organic reaction records. The task is: describe an organic reaction: reactants, conditions, products, and yield Procedure: To a suspension of (methoxymethyl)triphenylphosphonium chloride (34.5 g, 100.6 mmol) in THF (500 mL) at −10° C. was added LDA (60 mL, 2 mol/L). The mixture was stirred at −10° C. for 1 hour before addition of 6-bromopicolinaldehyde (10 g, 53.8 mmol) in THF (200 mL). The reaction mixture was then allowed to warm to room temperature and stirred at room temperature for 12 hours. The solution was then partitioned between water and ether. The aqueous fraction was separated and extracted twice with et... Reaction SMILES: [Cl-].[CH3:2][O:3][CH2:4][P+](C1C=CC=CC=1)(C1C=CC=CC=1)C1C=CC=CC=1.[Li+].CC([N-]C(C)C)C.[Br:32][C:33]1[N:38]=[C:37]([CH:39]=O)[CH:36]=[CH:35][CH:34]=1>C1COCC1>[Br:32][C:33]1[CH:34]=[CH:35][CH:36]=[C:37]([CH:39]=[CH:2][O:3][CH3:4])[N:38]=1 |f:0.1,2.3|. Starting materials: [Li+].CC(C)[N-]C(C)C (LDA), [Cl-].COC[P+](C1=CC=CC=C1)(C1=CC=CC=C1)C1=CC=CC=C1 ((methoxymethyl)triphenylphosphonium chloride), BrC1=CC=CC(=N1)C=O (6-bromopicolinaldehyde). Conditions: time 12 hour. Run in C1CCOC1 (THF), C1CCOC1 (THF). Product: BrC1=NC(=CC=C1)C=COC (2-bromo-6-(-2-methoxy-vinyl)-pyridine).